This data is from the Open Reaction Database (ORD), a public repository of structured organic reaction records. The task is: describe an organic reaction: reactants, conditions, products, and yield The reactants are [Br-], CCC(CC)c1cc(C)nn2c(-c3sc(Br)cc3OC)c(C)nc12, C1CCOC1, Cc1cccc([Zn+])n1, CCOC(C)=O. Product: CCC(CC)c1cc(C)nn2c(-c3sc(-c4cccc(C)n4)cc3OC)c(C)nc12. RXN SMILES: [Br-:25].[Br:1][c:2]1[cH:3][c:4]([O:23][CH3:24])[c:5](-[c:7]2[c:8]([CH3:22])[n:9][c:10]3[n:11]2[n:12][c:13]([CH3:21])[cH:14][c:15]3[CH:16]([CH2:17][CH3:18])[CH2:19][CH3:20])[s:6]1.[CH2:34]1[O:35][CH2:36][CH2:37][CH2:38]1.[CH3:26][c:27]1[cH:28][cH:29][cH:30][c:31]([Zn+:33])[n:32]1.[CH3:39][CH2:40][O:41][C:42]([CH3:43])=[O:44]>>[c:2]1(-[c:31]2[cH:30][cH:29][cH:28][c:27]([CH3:26])[n:32]2)[cH:3][c:4]([O:23][CH3:24])[c:5](-[c:7]2[c:8]([CH3:22])[n:9][c:10]3[n:11]2[n:12][c:13]([CH3:21])[cH:14][c:15]3[CH:16]([CH2:17][CH3:18])[CH2:19][CH3:20])[s:6]1. Starting materials: COC1=C(CN(S(=O)(=O)C2=CC=C3C(=CN(C3=C2)C)B2OC(C(O2)(C)C)(C)C)C2=NC=NS2)C=CC(=C1)OC (N-(2,4-dimethoxybenzyl)-1-methyl-3-(4,4,5,5-tetramethyl-1,3,2-dioxaborolan-2-yl)-N-(1,2,4-thiadiazol-5-yl)-1H-indole-6-sulfonamide), P(=O)([O-])([O-])[O-].[K+].[K+].[K+] (potassium phosphate), ClC1=C(C=CC(=C1)C(F)(F)F)I (2-chloro-1-iodo-4-(trifluoromethyl)benzene). Reagents/catalysts: CC(C)([P](C(C)(C)C)([Pd][P](C(C)(C)C)(C(C)(C)C)C(C)(C)C)C(C)(C)C)C (bis(tri-t-butylphosphine)palladium(0)). Solvent: C(C)(=O)OCC (ethyl acetate). Run at time 2 hour. Yields the product ClC1=C(C=CC(=C1)C(F)(F)F)C1=CN(C2=CC(=CC=C12)S(=O)(=O)N(C1=NC=NS1)CC1=C(C=C(C=C1)OC)OC)C (3-(2-chloro-4-(trifluoromethyl)phenyl)-N-(2,4-dimethoxybenzyl)-1-methyl-N-(1,2,4-thiadiazol-5-yl)-1H-indole-6-sulfonamide). The yield is 74.2%. As a reaction SMILES: [CH3:1][O:2][C:3]1[CH:37]=[C:36]([O:38][CH3:39])[CH:35]=[CH:34][C:4]=1[CH2:5][N:6]([C:29]1[S:33][N:32]=[CH:31][N:30]=1)[S:7]([C:10]1[CH:18]=[C:17]2[C:13]([C:14](B3OC(C)(C)C(C)(C)O3)=[CH:15][N:16]2[CH3:19])=[CH:12][CH:11]=1)(=[O:9])=[O:8].P([O-])([O-])([O-])=O.[K+].[K+].[K+].[Cl:48][C:49]1[CH:54]=[C:53]([C:55]([F:58])([F:57])[F:56])[CH:52]=[CH:51][C:50]=1I>C(OCC)(=O)C.CC(C)([P](C(C)(C)C)([Pd][P](C(C)(C)C)(C(C)(C)C)C(C)(C)C)C(C)(C)C)C>[Cl:48][C:49]1[CH:54]=[C:53]([C:55]([F:56])([F:57])[F:58])[CH:52]=[CH:51][C:50]=1[C:14]1[C:13]2[C:17](=[CH:18][C:10]([S:7]([N:6]([CH2:5][C:4]3[CH:34]=[CH:35][C:36]([O:38][CH3:39])=[CH:37][C:3]=3[O:2][CH3:1])[C:29]3[S:33][N:32]=[CH:31][N:30]=3)(=[O:8])=[O:9])=[CH:11][CH:12]=2)[N:16]([CH3:19])[CH:15]=1 |f:1.2.3.4,^1:68,74|. Reported procedure: A vial was charged with N-(2,4-dimethoxybenzyl)-1-methyl-3-(4,4,5,5-tetramethyl-1,3,2-dioxaborolan-2-yl)-N-(1,2,4-thiadiazol-5-yl)-1H-indole-6-sulfonamide (0.500 g, 0.876 mmol), potassium phosphate (0.651 g, 3.07 mmol), and bis(tri-t-butylphosphine)palladium(0) (0.045 g, 0.088 mmol). The vial was flushed with Ar, then 1,4-dioxane (6.57 ml) and water (2.191 ml) were added in sequence, followed by 2-chloro-1-iodo-4-(trifluoromethyl)benzene (0.426 ml, 2.63 mmol). The vial was sealed and stirred at ... Solvent: CN(C=O)C (dimethylformamide), CN(C=O)C (dimethylformamide). Yield: 53.0%. Conditions: time 30 minute. The reactants are COC1=C2C=3C(CCCC3NC2=C(C=C1)C)C(=O)OCC (ethyl 5-methoxy-8-methyl-1,2,3,4-tetrahydrocarbazole-4-carboxylate), [H-].[Na+] (sodium hydride), [Cl-].[NH4+] (ammonium chloride), [I-].[K+] (Potassium iodide), C(C1=CC=CC=C1)Br (benzyl bromide). As a reaction SMILES: [CH3:1][O:2][C:3]1[CH:15]=[CH:14][C:13]([CH3:16])=[C:12]2[C:4]=1[C:5]1[CH:6]([C:17]([O:19][CH2:20][CH3:21])=[O:18])[CH2:7][CH2:8][CH2:9][C:10]=1[NH:11]2.[H-].[Na+].[I-].[K+].[CH2:26](Br)[C:27]1[CH:32]=[CH:31][CH:30]=[CH:29][CH:28]=1.[Cl-].[NH4+]>CN(C)C=O>[CH2:26]([N:11]1[C:10]2[CH2:9][CH2:8][CH2:7][CH:6]([C:17]([O:19][CH2:20][CH3:21])=[O:18])[C:5]=2[C:4]2[C:12]1=[C:13]([CH3:16])[CH:14]=[CH:15][C:3]=2[O:2][CH3:1])[C:27]1[CH:32]=[CH:31][CH:30]=[CH:29][CH:28]=1 |f:1.2,3.4,6.7|. The product is C(C1=CC=CC=C1)N1C2=C(C=CC(=C2C=2C(CCCC12)C(=O)OCC)OC)C (Ethyl 9-benzyl-5-methoxy-8-methyl-1,2,3,4-tetrahydrocarbazole-4-carboxylate). Procedure: A solution of 1.58 g of ethyl 5-methoxy-8-methyl-1,2,3,4-tetrahydrocarbazole-4-carboxylate in 5 ml of dimethylformamide was added to 0.24 g of sodium hydride (60% in mineral oil) in 5 ml of dimethylformamide and stirred for 30 minutes at room temperature. Potassium iodide (90 mg) and 0.75 ml of benzyl bromide were then added and the reaction was stirred overnight. The reaction mixture was poured into 75 ml of saturated ammonium chloride solution and then extracted twice with ether. The extracts ... The reactants are C1(=CC=CC=C1)S (thiophenol), ice water, [H-].[Na+] (sodium hydride), ClC1=CC=C(C=2CCN(CCC21)C)[N+](=O)[O-] (6-chloro-3-methyl-9-nitro-2,3,4,5-tetrahydro-1H-3-benzazepine). The solvent is CN(C=O)C (dimethylformamide), CN(C=O)C (dimethylformamide). Run at temperature 25 celsius, time 15 minute. The product is CN1CCC2=C(CC1)C(=CC=C2SC2=CC=CC=C2)[N+](=O)[O-] (3-methyl-9-nitro-6-phenylthio-2,3,4,5-tetrahydro-1H-3-benzazepine). Reaction SMILES: [C:1]1([SH:7])[CH:6]=[CH:5][CH:4]=[CH:3][CH:2]=1.[H-].[Na+].Cl[C:11]1[C:21]2[CH2:20][CH2:19][N:18]([CH3:22])[CH2:17][CH2:16][C:15]=2[C:14]([N+:23]([O-:25])=[O:24])=[CH:13][CH:12]=1>CN(C)C=O>[CH3:22][N:18]1[CH2:17][CH2:16][C:15]2[C:14]([N+:23]([O-:25])=[O:24])=[CH:13][CH:12]=[C:11]([S:7][C:1]3[CH:6]=[CH:5][CH:4]=[CH:3][CH:2]=3)[C:21]=2[CH2:20][CH2:19]1 |f:1.2|. Procedure details: To a stirred solution of 11.0 g. (0.1 mole) of thiophenol in 200 ml. of dimethylformamide at 0°-10° C., under an atmosphere of nitrogen, is added cautiously, in portions, 4.65 g. (0.11 mole) of a 57% dispersion of sodium hydride in mineral oil. The resulting solution is stirred for 15 minutes at 25° C. and then a solution of 24.1 g. (0.1 mole) of 6-chloro-3-methyl-9-nitro-2,3,4,5-tetrahydro-1H-3-benzazepine in 50 ml. of dimethylformamide is added dropwise. The reaction mixture is heated at 100° ... Reactants: CC1=C(C=C(N)C=C1)N1C=CN2N=C(C=C21)C=2C=NC=CC2 (4-Methyl-3-[6-(pyridin-3-yl)-1H-imidazo[1,2-b]pyrazol-1-yl]aniline), ClC=1C=C(C(=O)O)C=C(C1)S(F)(F)(F)(F)F (3-Chloro-5-(pentafluoro-λ6-sulphanyl)benzoic acid). The product is ClC=1C=C(C(=O)NC2=CC(=C(C=C2)C)N2C=CN3N=C(C=C32)C=3C=NC=CC3)C=C(C1)S(F)(F)(F)(F)F (3-Chloro-N-{4-methyl-3-[6-(pyridin-3-yl)-1H-imidazo[1,2-b]pyrazol-1-yl]phenyl}-5-(pentafluoro-λ6-sulphanyl)benzamide). RXN SMILES: [CH3:1][C:2]1[CH:8]=[CH:7][C:5]([NH2:6])=[CH:4][C:3]=1[N:9]1[C:16]2[N:12]([N:13]=[C:14]([C:17]3[CH:18]=[N:19][CH:20]=[CH:21][CH:22]=3)[CH:15]=2)[CH:11]=[CH:10]1.[Cl:23][C:24]1[CH:25]=[C:26]([CH:30]=[C:31]([S:33]([F:38])([F:37])([F:36])([F:35])[F:34])[CH:32]=1)[C:27](O)=[O:28]>>[Cl:23][C:24]1[CH:25]=[C:26]([CH:30]=[C:31]([S:33]([F:38])([F:34])([F:35])([F:36])[F:37])[CH:32]=1)[C:27]([NH:6][C:5]1[CH:7]=[CH:8][C:2]([CH3:1])=[C:3]([N:9]2[C:16]3[N:12]([N:13]=[C:14]([C:17]4[CH:18]=[N:19][CH:20]=[CH:21][CH:22]=4)[CH:15]=3)[CH:11]=[CH:10]2)[CH:4]=1)=[O:28]. Procedure: Analogously to the process described in Example 26, 80 mg (0.276 mmol) of the compound of Example 6A and 78 mg (0.276 mmol) of the compound of Example 33A gave 101 mg (66% of theory) of the title compound. Starting materials: CCOC(C)=O, CC(C)(C)OC(=O)Nc1ccc(CCOc2ccc(C=O)cc2)cc1, Cl. Yields the product Nc1ccc(CCOc2ccc(C=O)cc2)cc1. Reaction SMILES: [CH3:27][CH2:28][O:29][C:30](=[O:31])[CH3:32].[CH:1](=[O:2])[c:3]1[cH:4][cH:5][c:6]([O:7][CH2:8][CH2:9][c:10]2[cH:11][cH:12][c:13]([NH:16][C:17](=[O:18])[O:19][C:20]([CH3:21])([CH3:22])[CH3:23])[cH:14][cH:15]2)[cH:24][cH:25]1.[ClH:26]>>[CH:1](=[O:2])[c:3]1[cH:4][cH:5][c:6]([O:7][CH2:8][CH2:9][c:10]2[cH:11][cH:12][c:13]([NH2:16])[cH:14][cH:15]2)[cH:24][cH:25]1. Reaction conditions: time 30 minute. RXN SMILES: C[O:2][C:3](=O)[CH2:4][CH2:5][CH2:6][CH2:7][CH:8]=[C:9]1[CH2:13][CH2:12][CH2:11][CH2:10]1.CC(C[AlH]CC(C)C)C>C1(C)C=CC=CC=1>[C:9]1(=[CH:8][CH2:7][CH2:6][CH2:5][CH2:4][CH2:3][OH:2])[CH2:13][CH2:12][CH2:11][CH2:10]1. Starting materials: COC(CCCCC=C1CCCC1)=O (6-cyclopentylidene-hexanoic acid methyl ester), CC(C)C[AlH]CC(C)C (DIBAL-H). Isolated yield 104.1%. Run in C1(=CC=CC=C1)C (toluene). Procedure: To a stirred solution of 6-cyclopentylidene-hexanoic acid methyl ester (2.77 g, 14.1 mmol) in toluene (130 mL) was added DIBAL-H (35.3 mL, 1 M solution in hexane, 35.3 mmol) dropwise at 0° C. under N2. After sting at 0° C. for 30 min, the reaction was quenched by MeOH (10 mL). Saturated aqueous sodium potassium tartrate (80 mL) was added to the reaction mixture. After stirring for 1 h, the organic layer was separated and the aqueous phase was extracted with ether. The combined organic layers wer... The product is C1(CCCC1)=CCCCCCO (6-cyclopentylidene-hexan-1-ol). The reactants are solid, Cl.Cl.Cl.O1CCC=2C(=NC=CC21)N2CCN(CC2)CC[C@@H]2CC[C@H](CC2)N (trans-4-{2-[4-(2,3-dihydrofuro[3,2-c]pyridin-4-yl)-piperazin-1-yl]-ethyl}-cyclohexanamine trihydrochloride), Cl.Cl.Cl.O1CCC=2C(=NC=CC21)N2CCN(CC2)CC[C@@H]2CC[C@H](CC2)N (trans-4-{2-[4-(2,3-dihydrofuro[3,2-c]pyridin-4-yl)-piperazin-1-yl]-ethyl}-cyclohexanamine trihydrochloride), N1=CC=CC2=CC(=CC=C12)C(=O)O (quinoline-6-carboxylic acid). Product: O1CCC=2C(=NC=CC21)N2CCN(CC2)CC[C@@H]2CC[C@H](CC2)NC(=O)C=2C=C1C=CC=NC1=CC2 (Quinoline-6-carboxylic acid trans-(4-{2-[4-(2,3-dihydro-furo[3,2-c]pyridin-4-yl)-piperazin-1-yl]-ethyl}-cyclohexyl)-amide). Reaction SMILES: Cl.Cl.Cl.[O:4]1[C:12]2[CH:11]=[CH:10][N:9]=[C:8]([N:13]3[CH2:18][CH2:17][N:16]([CH2:19][CH2:20][C@H:21]4[CH2:26][CH2:25][C@H:24]([NH2:27])[CH2:23][CH2:22]4)[CH2:15][CH2:14]3)[C:7]=2[CH2:6][CH2:5]1.[N:28]1[C:37]2[C:32](=[CH:33][C:34]([C:38](O)=[O:39])=[CH:35][CH:36]=2)[CH:31]=[CH:30][CH:29]=1>>[O:4]1[C:12]2[CH:11]=[CH:10][N:9]=[C:8]([N:13]3[CH2:18][CH2:17][N:16]([CH2:19][CH2:20][C@H:21]4[CH2:26][CH2:25][C@H:24]([NH:27][C:38]([C:34]5[CH:33]=[C:32]6[C:37](=[CH:36][CH:35]=5)[N:28]=[CH:29][CH:30]=[CH:31]6)=[O:39])[CH2:23][CH2:22]4)[CH2:15][CH2:14]3)[C:7]=2[CH2:6][CH2:5]1 |f:0.1.2.3|. Procedure details: The title compound, off-white solid (120 mg, 99%), MS (ISP) m/z=486.4 [(M+H)+], mp 227° C., was prepared in accordance with the general method of example 32 from trans-4-{2-[4-(2,3-dihydrofuro[3,2-c]pyridin-4-yl)-piperazin-1-yl]-ethyl}-cyclohexanamine trihydrochloride (intermediate C) (110 mg, 0.25 mmol) and quinoline-6-carboxylic acid. Reactants: C(C)(=O)O[BH-](OC(C)=O)OC(C)=O.[Na+] (Sodium triacetoxyborohydride), C(#N)C1=C(C=CC=C1)C=1C(N(C=C(C1)C1=C(SC=C1)C=O)C1=CC=CC=C1)=O (3-(2-cyanophenyl)-5-(2-formylthiophen-3-yl)-1-phenyl-1,2-dihydropyridin-2-one), aqueous solution, C([O-])([O-])=O.[Na+].[Na+] (sodium carbonate). Run at time 1 hour. The solvent is O1CCCC1 (tetrahydrofuran). RXN SMILES: C(O[BH-](OC(=O)C)OC(=O)C)(=O)C.[Na+].[C:15]([C:17]1[CH:22]=[CH:21][CH:20]=[CH:19][C:18]=1[C:23]1[C:24](=[O:42])[N:25]([C:36]2[CH:41]=[CH:40][CH:39]=[CH:38][CH:37]=2)[CH:26]=[C:27]([C:29]2[CH:33]=[CH:32][S:31][C:30]=2[CH:34]=[O:35])[CH:28]=1)#[N:16].C(=O)([O-])[O-].[Na+].[Na+]>O1CCCC1>[C:15]([C:17]1[CH:22]=[CH:21][CH:20]=[CH:19][C:18]=1[C:23]1[C:24](=[O:42])[N:25]([C:36]2[CH:41]=[CH:40][CH:39]=[CH:38][CH:37]=2)[CH:26]=[C:27]([C:29]2[CH:33]=[CH:32][S:31][C:30]=2[CH2:34][OH:35])[CH:28]=1)#[N:16] |f:0.1,3.4.5|. Procedure details: Sodium triacetoxyborohydride (10 mg) was added to a solution of 10 mg of 3-(2-cyanophenyl)-5-(2-formylthiophen-3-yl)-1-phenyl-1,2-dihydropyridin-2-one in 2 ml of tetrahydrofuran and the mixture was stirred for 1 hour. A 10% aqueous solution of sodium carbonate was added thereto, the mixture was extracted with ethyl acetate and the organic layer was washed with water and a saturated saline solution and dried over magnesium sulfate. The solvent was concentrated in vacuo and the residue was purifie... The yield is 79.6%. The product is C(#N)C1=C(C=CC=C1)C=1C(N(C=C(C1)C1=C(SC=C1)CO)C1=CC=CC=C1)=O (3-(2-Cyanophenyl)-5-(2-hydroxymethylthiophen-3-yl)-1-phenyl-1,2-dihydropyridin-2-one).